Task: describe an organic reaction: reactants, conditions, products, and yield. Dataset: the Open Reaction Database (ORD), a public repository of structured organic reaction records The reactants are CCN=C=NCCCN(C)C.Cl (WSC HCl), BrC=1C=NC=C(C(=O)O)C1 (5-Bromo-nicotinic acid), C(Cl)(Cl)Cl (CHCl3), C(Cl)(Cl)Cl (chloroform). The reagents and catalysts are CN(C)C=1C=CN=CC1 (DMAP). Run in C(C)(C)(C)O (tert-BuOH). The product is C(C)(C)(C)OC(C1=CN=CC(=C1)Br)=O (5-Bromo-nicotinic acid tert-butyl ester). RXN SMILES: [Br:1][C:2]1[CH:3]=[N:4][CH:5]=[C:6]([CH:10]=1)[C:7]([OH:9])=[O:8].CCN=C=N[CH2:16][CH2:17][CH2:18]N(C)C.Cl.[CH:23](Cl)(Cl)Cl>C(O)(C)(C)C.CN(C1C=CN=CC=1)C>[C:17]([O:8][C:7](=[O:9])[C:6]1[CH:10]=[C:2]([Br:1])[CH:3]=[N:4][CH:5]=1)([CH3:18])([CH3:23])[CH3:16] |f:1.2|. Procedure: 5-Bromo-nicotinic acid (20.2 g, 100 mmol) was dissolved in CHCl3 (200 mL) and tert-BuOH (40 mL); and WSC-HCl (21.1 g, 110 mmol) and DMAP (21.1 g, 110 mmol) was added thereto in order, and stirred at room temperature over night. The reaction mixture was diluted with chloroform, washed with 0.5N HCl aq. (220 mL), 0.5N NaOH aq. (100 mL), brine and dried over MgSO4 and silica gel. After filtration, the solvents were removed in vacuo to afford 5-Bromo-nicotinic acid tert-butyl ester as a colorless so... Starting materials: C(C)(C)(C)O[C@H](C(=O)O)C1=C(C2=CC=CC=C2C=C1CN(C)C)C1=CC=C(C=C1)Cl ((S)-2-tert-Butoxy-2-(1-(4-chlorophenyl)-3-(dimethylaminomethyl) naphthalen-2-yl)acetic acid), C[N+]1(CCOCC1)[O-] (N-methylmorpholine N-oxide), C(C)#N (acetonitrile), C[N+]1(CCOCC1)[O-] (N-methylmorpholine N-oxide). Reaction conditions: time 2 hour. The product is C(C)(C)(C)O[C@H](C(=O)OCC)C1=C(C2=CC=CC=C2C=C1C=O)C1=CC=C(C=C1)Cl ((S)-ethyl 2-tert-butoxy-2-(1-(4-chlorophenyl)-3-formylnaphthalen-2-yl)acetate). Yield: 64.0%. RXN SMILES: [C:1]([O:5][C@@H:6]([C:10]1[C:19]([CH2:20]N(C)C)=[CH:18][C:17]2[C:12](=[CH:13][CH:14]=[CH:15][CH:16]=2)[C:11]=1[C:24]1[CH:29]=[CH:28][C:27]([Cl:30])=[CH:26][CH:25]=1)[C:7]([OH:9])=[O:8])([CH3:4])([CH3:3])[CH3:2].C[N+]1([O-])CC[O:35]CC1.[C:39](#N)[CH3:40]>>[C:1]([O:5][C@@H:6]([C:10]1[C:19]([CH:20]=[O:35])=[CH:18][C:17]2[C:12](=[CH:13][CH:14]=[CH:15][CH:16]=2)[C:11]=1[C:24]1[CH:29]=[CH:28][C:27]([Cl:30])=[CH:26][CH:25]=1)[C:7]([O:9][CH2:39][CH3:40])=[O:8])([CH3:4])([CH3:3])[CH3:2]. Procedure: To a solution of (S)-ethyl 2-(3-(bromomethyl)-1-(4-chlorophenyl)naphthalen-2-yl)-2-tert-butoxyacetate from Example 22 (200 mg, 0.408 mmol) in acetonitrile (4 mL) was added N-methylmorpholine N-oxide (478 mg, 4.08 mmol) and 4 Å molecular sieves (200 mg). The reaction mixture was stirred at room temperature for 2 h. Additional N-methylmorpholine N-oxide (500 mg, 4.27 mmol) was added and the reaction mixture was stirred at room temperature for another 2 h. The reaction mixture was then filtered and... Reactants: N(=NC(=O)OC(C)(C)C)C(=O)OC(C)(C)C (di-tert-butyl azodicarboxylate), BrC=1C=C2CC(CC2=CC1)(C)C (5-bromo-2,2-dimethyl-indan), C(CCC)[Li] (n-butyllithium). The solvent is O1CCCC1 (tetrahydrofuran), O1CCCC1 (tetrahydrofuran). Reaction conditions: temperature -78 celsius, time 2 hour. Product: title compound, CC1(C=C2C=CC(=CC2=C1)N(NC(=O)OC(C)(C)C)C(=O)OC(C)(C)C)C (di-tert-butyl 1-(2,2-dimethyl-inden-5-yl)hydrazine-1,2-dicarboxylate). Yield: 66.9%. As a reaction SMILES: Br[C:2]1[CH:3]=[C:4]2[C:8](=[CH:9][CH:10]=1)[CH2:7][C:6]([CH3:12])([CH3:11])[CH2:5]2.C([Li])CCC.[N:18]([C:27]([O:29][C:30]([CH3:33])([CH3:32])[CH3:31])=[O:28])=[N:19][C:20]([O:22][C:23]([CH3:26])([CH3:25])[CH3:24])=[O:21]>O1CCCC1>[CH3:11][C:6]1([CH3:12])[CH:5]=[C:4]2[C:8]([CH:9]=[CH:10][C:2]([N:18]([C:27]([O:29][C:30]([CH3:33])([CH3:32])[CH3:31])=[O:28])[NH:19][C:20]([O:22][C:23]([CH3:24])([CH3:25])[CH3:26])=[O:21])=[CH:3]2)=[CH:7]1. Procedure details: 5-Bromo-2,2-dimethyl-indan 45b (2.4 g, 10.7 mmol) was dissolved in 20 mL of dry tetrahydrofuran. Upon cooling by a dry ice-ethanol bath to −78° C., n-butyllithium (12.1 mL, 30.2 mmol) was added dropwise. Upon completion of the addition, the mixture was stirred for 2 hours. A solution of di-tert-butyl azodicarboxylate (3.27 g, 14.2 mmol) in 20 mL of dry tetrahydrofuran was added to the above mixture. The reaction mixture was reacted at the same temperature for 3 hours. The reaction was monitored ... The reactants are CNN, Cc1ccccc1, CN1CCCC1=O, O=C(Nc1cccc(F)c1)c1ccc(-c2n[nH]c3ccc([N+](=O)[O-])cc23)[nH]1. The product is Cn1nc(-c2ccc(C(=O)Nc3cccc(F)c3)[nH]2)c2cc([N+](=O)[O-])ccc21. As a reaction SMILES: [CH3:28][NH:29][NH2:30].[CH3:31][c:32]1[cH:33][cH:34][cH:35][cH:36][cH:37]1.[CH3:38][N:39]1[CH2:40][CH2:41][CH2:42][C:43]1=[O:44].[F:1][c:2]1[cH:3][c:4]([NH:8][C:9](=[O:10])[c:11]2[nH:12][c:13](-[c:16]3[n:17][nH:18][c:19]4[cH:20][cH:21][c:22]([N+:25](=[O:26])[O-:27])[cH:23][c:24]34)[cH:14][cH:15]2)[cH:5][cH:6][cH:7]1>>[F:1][c:2]1[cH:3][c:4]([NH:8][C:9](=[O:10])[c:11]2[nH:12][c:13](-[c:16]3[n:17][n:18]([CH3:28])[c:19]4[cH:20][cH:21][c:22]([N+:25](=[O:26])[O-:27])[cH:23][c:24]34)[cH:14][cH:15]2)[cH:5][cH:6][cH:7]1. Starting materials: C(C=C)OC(=O)O[C@H](C)[C@@H]1[C@@H]2N(C(=C(C2)CO)C(=O)OCC=C)C1=O (allyl (5R,6S)-6-[(1R)-1-allyloxycarbonyloxyethyl]-2-hydroxymethyl-1-carbapen-2-em-3-carboxylate), S1C=2N(C=C1)C=NC2 (imidazo[5,1-b]thiazole). Yields the product O[C@H](C)[C@@H]1[C@@H]2N(C(=C(C2)CN2C=[N+]3C(SC=C3)=C2)C(=O)[O-])C1=O ((5R,6S)-6-[(1R)-1-hydroxyethyl]-2-(imidazo[5,1-b]thiazolium-6-yl)methyl-1-carbapen-2-em-3-carboxylate). Isolated yield 12.5%. As a reaction SMILES: C(OC([O:7][C@@H:8]([C@H:10]1[C:24](=[O:25])[N:12]2[C:13]([C:18]([O:20]CC=C)=[O:19])=[C:14]([CH2:16]O)[CH2:15][C@H:11]12)[CH3:9])=O)C=C.[S:26]1[CH:30]=[CH:29][N:28]2[CH:31]=[N:32][CH:33]=[C:27]12>>[OH:7][C@@H:8]([C@H:10]1[C:24](=[O:25])[N:12]2[C:13]([C:18]([O-:20])=[O:19])=[C:14]([CH2:16][N:32]3[CH:33]=[C:27]4[S:26][CH:30]=[CH:29][N+:28]4=[CH:31]3)[CH2:15][C@H:11]12)[CH3:9]. Reported procedure: The same procedure as in Example 1 was repeated except that 43 mg of allyl (5R,6S)-6-[(1R)-1-allyloxycarbonyloxyethyl]-2-hydroxymethyl-1-carbapen-2-em-3-carboxylate and 31 mg of imidazo[5,1-b]thiazole were used, thereby obtaining 5.1 mg of the title compound. The reactants are N1=C(C=CC=C1)C (picoline), ClS(=O)(=O)O (chlorosulfonic acid), N1=C(C=CC=C1)C (2-picoline). The solvent is ClCCl (dichloromethane), ClCCl (dichloromethane). Conditions: time 30 minute. Yields the product N1=C(C=CC=C1)C.S(=O)(=O)=O (2-Picoline Sulfur Trioxide). Reaction SMILES: [N:1]1[CH:6]=[CH:5][CH:4]=[CH:3][C:2]=1[CH3:7].Cl[S:9]([OH:12])(=[O:11])=[O:10]>ClCCl>[N:1]1[CH:6]=[CH:5][CH:4]=[CH:3][C:2]=1[CH3:7].[S:9](=[O:12])(=[O:11])=[O:10] |f:3.4|. Procedure: In a 50 ml 3-neck RBF equipped with a magnetic stir bar, thermocouple probe, addition funnel, nitrogen inlet adapter, and a rubber septum, charged dichloromethane (anh) (2.5 ml) and 2-picoline (1.46 ml, 14.7 mmol). This picoline solution was chilled in an ice/NaCl bath to −2° C. Then a solution of chlorosulfonic acid (0.478 ml, 7.14 mmol) in dichloromethane (anh) (2.5 ml) was added slowly, with temp being maintained below 5° C. (addition time=30 min). The resulting orange solution was stirred fo... Starting materials: BrC1=CC(=C(C=C1)[N+](=O)[O-])S(=O)(=O)C(C)C (4-bromo-1-nitro-2-(propan-2-ylsulfonyl)benzene), CP(C)=O (Dimethyl Phosphine oxide), P(=O)([O-])([O-])[O-].[K+].[K+].[K+] (Potassium Phosphate), CC1(C2=C(C(=CC=C2)P(C3=CC=CC=C3)C4=CC=CC=C4)OC5=C(C=CC=C51)P(C6=CC=CC=C6)C7=CC=CC=C7)C (Xantphos). The reagents and catalysts are CC(=O)[O-].CC(=O)[O-].[Pd+2] (Pd(OAc)2). Solvent: CN(C)C=O (DMF). Run at temperature 110 celsius. Product: CP(C1=CC(=C(C=C1)[N+](=O)[O-])S(=O)(=O)C(C)C)(C)=O (Dimethyl[4-nitro-3-(propan-2-ylsulfonyl)phenyl]phosphane oxide). As a reaction SMILES: Br[C:2]1[CH:7]=[CH:6][C:5]([N+:8]([O-:10])=[O:9])=[C:4]([S:11]([CH:14]([CH3:16])[CH3:15])(=[O:13])=[O:12])[CH:3]=1.[CH3:17][PH:18](=[O:20])[CH3:19].P([O-])([O-])([O-])=O.[K+].[K+].[K+].CC1(C)C2C(=C(P(C3C=CC=CC=3)C3C=CC=CC=3)C=CC=2)OC2C(P(C3C=CC=CC=3)C3C=CC=CC=3)=CC=CC1=2>CN(C=O)C.CC([O-])=O.CC([O-])=O.[Pd+2]>[CH3:17][P:18](=[O:20])([CH3:19])[C:2]1[CH:7]=[CH:6][C:5]([N+:8]([O-:10])=[O:9])=[C:4]([S:11]([CH:14]([CH3:16])[CH3:15])(=[O:13])=[O:12])[CH:3]=1 |f:2.3.4.5,8.9.10|. Reported procedure: To a stirring solution of 4-bromo-1-nitro-2-(propan-2-ylsulfonyl)benzene (0.44 g, 1.6 mmol) and Dimethyl Phosphine oxide (0.15 g, 1.9 mmol) in 1 mL of DMF, was added Potassium Phosphate (0.37 g, 1.8 mmol), Pd(OAc)2 (18 mg, 0.08 mmol), Xantphos (55 mg, 0.10 mmol). The reaction mixture was stirred at 110 degrees C. overnight. The reaction mixture was cooled to room temperature and filtered through celite. The desired product was isolated through prep-HPLC to yield a brownish yellow solid (0.24 g, ...